Task: describe an organic reaction: reactants, conditions, products, and yield. Dataset: the Open Reaction Database (ORD), a public repository of structured organic reaction records Starting materials: ClC1=CC=C(C=C1)N1CCN(CC1)C=1N=C(C2=C(N1)CCS2)NC2=CC(=CC=C2)CN2CCOCC2 ({2-[4-(4-chloro-phenyl)-piperazin-1-yl]-6,7-dihydro-thieno[3,2-d]pyrimidin-4-yl}-(3-morpholin-4-ylmethyl-phenyl)-amine), OO (hydrogen peroxide), N (ammonia). The solvent is C(C)(=O)O (acetic acid), ice water. Conditions: temperature 10 celsius, time 0.25 hour. Product: ClC1=CC=C(C=C1)N1CCN(CC1)C=1N=C(C2=C(N1)CCS2=O)NC2=CC(=CC=C2)CN2CCOCC2 ({2-[4-(4-chloro-phenyl)-piperazin-1-yl]-5-oxo-6,7-dihydro-5H-5λ4-thieno[3,2-d]pyrimidin-4-yl}-(3-morpholin-4-ylmethyl-phenyl)-amine). Reaction SMILES: [Cl:1][C:2]1[CH:7]=[CH:6][C:5]([N:8]2[CH2:13][CH2:12][N:11]([C:14]3[N:15]=[C:16]([NH:23][C:24]4[CH:29]=[CH:28][CH:27]=[C:26]([CH2:30][N:31]5[CH2:36][CH2:35][O:34][CH2:33][CH2:32]5)[CH:25]=4)[C:17]4[S:22][CH2:21][CH2:20][C:18]=4[N:19]=3)[CH2:10][CH2:9]2)=[CH:4][CH:3]=1.[OH:37]O.N>C(O)(=O)C>[Cl:1][C:2]1[CH:3]=[CH:4][C:5]([N:8]2[CH2:9][CH2:10][N:11]([C:14]3[N:15]=[C:16]([NH:23][C:24]4[CH:29]=[CH:28][CH:27]=[C:26]([CH2:30][N:31]5[CH2:32][CH2:33][O:34][CH2:35][CH2:36]5)[CH:25]=4)[C:17]4[S:22](=[O:37])[CH2:21][CH2:20][C:18]=4[N:19]=3)[CH2:12][CH2:13]2)=[CH:6][CH:7]=1. Procedure details: 313.80 mg {2-[4-(4-chloro-phenyl)-piperazin-1-yl]-6,7-dihydro-thieno[3,2-d]pyrimidin-4-yl}-(3-morpholin-4-ylmethyl-phenyl)-amine are placed in 2.70 ml glacial acetic acid and cooled to 10° C. 57 μl hydrogen peroxide (35%) are added dropwise, then the mixture is stirred for 0.25 hours. Then the reaction mixture is stirred in 30 ml ice water and made basic with cold ammonia solution. The precipitate formed is suction filtered, washed with water and dried. The crude product is extracted with petrol... Reactants: S(=O)(=O)([O-])C1=CC=C(C)C=C1 (tosylate), O (water), S(=O)(=O)([O-])C1=CC=C(C)C=C1 (tosylate), C1(C=2C(C(N1)=O)=CC=CC2)=O.[K] (potassium phthalimide), Et2O-pet ether. The solvent is CS(=O)C (dimethylsulfoxide). Run at time 30 minute. Product: C1(C=2C(C(N1)=O)=CC=CC2)=O (phthalimide). The yield is 124.7%. As a reaction SMILES: S(C1C=CC(C)=CC=1)([O-])(=O)=O.[C:12]1(=[O:22])[NH:16][C:15](=[O:17])[C:14]2=[CH:18][CH:19]=[CH:20][CH:21]=[C:13]12.[K].O>CS(C)=O>[C:12]1(=[O:22])[NH:16][C:15](=[O:17])[C:14]2=[CH:18][CH:19]=[CH:20][CH:21]=[C:13]12 |f:1.2,^1:22|. Reported procedure: The title B tosylate (8.11 g, 19.2 mmol) and purified potassium phthalimide (6.4 g, 34.6 mmol, 1.8 equiv.) in dimethylsulfoxide (70 ml, Burdick & Jackson) were heated at 90°-100° C. for 21/2 hours (checked by TLC Et2O-pet ether 2:1, no tosylate remaining). After cooling to room temperature, water (90 ml) was added. Material began precipitating. The mixture was poured into ice water (~350 ml) and stirred 30 minutes. The straw colored solid was harvested by filtration and washed with more water. T...